This data is from the Open Reaction Database (ORD), a public repository of structured organic reaction records. The task is: describe an organic reaction: reactants, conditions, products, and yield The reactants are ClC=1N=C(C2=C(N1)N(C=C2I)COCC[Si](C)(C)C)Cl (2,4-Dichloro-5-iodo-7-((2-(trimethylsilyl)ethoxy)methyl)-7H-pyrrolo[2,3-d]pyrimidine), O1CCC(CC1)O (tetrahydro-2H-pyran-4-ol), CC(C)([O-])C.[Na+] (sodium tert-butoxide). Run in O1CCOCC1 (1,4-dioxane). Run at temperature 70 celsius. Product: ClC=1N=C(C2=C(N1)N(C=C2I)COCC[Si](C)(C)C)OC2CCOCC2 (2-Chloro-5-iodo-4-((tetrahydro-2H-pyran-4-yl)oxy)-7-((2-(trimethylsilyl)ethoxy)methyl)-7H-pyrrolo[2,3-d]pyrimidine). Yield: 86.0%. Reaction SMILES: [Cl:1][C:2]1[N:3]=[C:4](Cl)[C:5]2[C:10]([I:11])=[CH:9][N:8]([CH2:12][O:13][CH2:14][CH2:15][Si:16]([CH3:19])([CH3:18])[CH3:17])[C:6]=2[N:7]=1.[O:21]1[CH2:26][CH2:25][CH:24]([OH:27])[CH2:23][CH2:22]1.CC(C)([O-])C.[Na+]>O1CCOCC1>[Cl:1][C:2]1[N:3]=[C:4]([O:27][CH:24]2[CH2:25][CH2:26][O:21][CH2:22][CH2:23]2)[C:5]2[C:10]([I:11])=[CH:9][N:8]([CH2:12][O:13][CH2:14][CH2:15][Si:16]([CH3:19])([CH3:18])[CH3:17])[C:6]=2[N:7]=1 |f:2.3|. Procedure details: 2,4-Dichloro-5-iodo-7-((2-(trimethylsilyl)ethoxy)methyl)-7H-pyrrolo[2,3-d]pyrimidine (1 equiv), tetrahydro-2H-pyran-4-ol (1.05 equiv), sodium tert-butoxide (1.05 equiv) and 1,4-dioxane (0.56 M) were combined and heated at 70° C. for 5 h. The reaction mixture was concentrated and extracted with EtOAc/H2O. The organic layers were combined, evaporated under reduced pressure and purified by silica-gel chromatography (0-50% Hex:EtOAc over 800 mL) followed by 5-15% (DCM:MeOH over 800 mL). Pure fractio...